This data is from the Open Reaction Database (ORD), a public repository of structured organic reaction records. The task is: describe an organic reaction: reactants, conditions, products, and yield Starting materials: O=c1ccc(Br)c[nH]1, ClCCl, CC(C)[Si](OS(=O)(=O)C(F)(F)F)(C(C)C)C(C)C, O, Cc1cccc(C)n1. The product is CC(C)[Si](Oc1ccc(Br)cn1)(C(C)C)C(C)C. RXN SMILES: [Br:19][c:20]1[cH:21][cH:22][c:23](=[O:26])[nH:24][cH:25]1.[Cl:36][CH2:37][Cl:38].[F:1][C:2]([F:3])([F:4])[S:5]([O:6][Si:7]([CH:8]([CH3:9])[CH3:10])([CH:11]([CH3:12])[CH3:13])[CH:14]([CH3:15])[CH3:16])(=[O:17])=[O:18].[OH2:35].[n:27]1[c:28]([CH3:29])[cH:30][cH:31][cH:32][c:33]1[CH3:34]>>[O:6]([Si:7]([CH:8]([CH3:9])[CH3:10])([CH:11]([CH3:12])[CH3:13])[CH:14]([CH3:15])[CH3:16])[c:23]1[cH:22][cH:21][c:20]([Br:19])[cH:25][n:24]1. The reactants are C1CCOC1, CO, CCCCOC(=O)c1nc(N2CCC(NC(=O)c3nc(Cl)c(CC)[nH]3)C(OCC)C2)oc1CC, [Li+], [OH-]. Product: CCOC1CN(c2nc(C(=O)O)c(CC)o2)CCC1NC(=O)c1nc(Cl)c(CC)[nH]1. As a reaction SMILES: [CH2:39]1[O:40][CH2:41][CH2:42][CH2:43]1.[CH3:37][OH:38].[Cl:1][c:2]1[n:3][c:4]([C:9](=[O:10])[NH:11][CH:12]2[CH:13]([O:32][CH2:33][CH3:34])[CH2:14][N:15]([c:18]3[o:19][c:20]([CH2:30][CH3:31])[c:21]([C:23](=[O:24])[O:25][CH2:26][CH2:27][CH2:28][CH3:29])[n:22]3)[CH2:16][CH2:17]2)[nH:5][c:6]1[CH2:7][CH3:8].[Li+:35].[OH-:36]>>[Cl:1][c:2]1[n:3][c:4]([C:9](=[O:10])[NH:11][CH:12]2[CH:13]([O:32][CH2:33][CH3:34])[CH2:14][N:15]([c:18]3[o:19][c:20]([CH2:30][CH3:31])[c:21]([C:23](=[O:24])[OH:25])[n:22]3)[CH2:16][CH2:17]2)[nH:5][c:6]1[CH2:7][CH3:8]. Starting materials: O=[N+]([O-])c1cc(F)c(Br)cc1F, CCCCO, CCN(C(C)C)C(C)C, CC(N)c1ccc(F)cc1. The product is CC(Nc1cc(Br)c(F)cc1[N+](=O)[O-])c1ccc(F)cc1. As a reaction SMILES: [Br:1][c:2]1[c:3]([F:12])[cH:4][c:5]([N+:9](=[O:10])[O-:11])[c:6]([F:8])[cH:7]1.[CH2:32]([OH:33])[CH2:34][CH2:35][CH3:36].[CH:23]([N:24]([CH2:25][CH3:26])[CH:27]([CH3:28])[CH3:29])([CH3:30])[CH3:31].[F:13][c:14]1[cH:15][cH:16][c:17]([CH:20]([CH3:21])[NH2:22])[cH:18][cH:19]1>>[Br:1][c:2]1[c:3]([F:12])[cH:4][c:5]([N+:9](=[O:10])[O-:11])[c:6]([NH:22][CH:20]([c:17]2[cH:16][cH:15][c:14]([F:13])[cH:19][cH:18]2)[CH3:21])[cH:7]1. Reactants: NCCSCC1=NC=CC=C1 (2-((2-aminoethyl)thiomethyl)pyridine), CSC(SC)=NC#N (dimethylcyanodithioimidocarbonate). The product is N1=C(C=CC=C1)CSCCNC(SC)=N ((2-(2-pyridylmethylthio)ethyl]-S-methylisothiourea). RXN SMILES: [NH2:1][CH2:2][CH2:3][S:4][CH2:5][C:6]1[CH:11]=[CH:10][CH:9]=[CH:8][N:7]=1.[CH3:12][S:13][C:14](=[N:17]C#N)SC>>[N:7]1[CH:8]=[CH:9][CH:10]=[CH:11][C:6]=1[CH2:5][S:4][CH2:3][CH2:2][NH:1][C:14](=[NH:17])[S:13][CH3:12]. Reported procedure: The reaction of 2-((2-aminoethyl)thiomethyl)pyridine with dimethylcyanodithioimidocarbonate by a method similar to that described in Example (3d) afforded N-cyano-N'-[(2-(2-pyridylmethylthio)ethyl]-S-methylisothiourea, m.p. 85 - 88°. (from isopropyl alcohol-ether)